This data is from the Open Reaction Database (ORD), a public repository of structured organic reaction records. The task is: describe an organic reaction: reactants, conditions, products, and yield Starting materials: [BH4-], COC(C)(C)C, CCCCCCCC[N+](C)(CCCCCCCC)CCCCCCCC, Cc1ccccc1, [Cl-], CC(C)(C)OC(=O)C1(Cl)CC1F, [Na+], O. Yields the product CC(C)(C)OC(=O)C1CC1F. Reaction SMILES: [BH4-:13].[C:16]([O:17][CH3:18])([CH3:19])([CH3:20])[CH3:21].[CH2:23]([N+:24]([CH2:25][CH2:26][CH2:27][CH2:28][CH2:29][CH2:30][CH2:31][CH3:32])([CH2:33][CH2:34][CH2:35][CH2:36][CH2:37][CH2:38][CH2:39][CH3:40])[CH3:41])[CH2:42][CH2:43][CH2:44][CH2:45][CH2:46][CH2:47][CH3:48].[CH3:49][c:50]1[cH:51][cH:52][cH:53][cH:54][cH:55]1.[Cl-:22].[Cl:1][C:2]1([C:6](=[O:7])[O:8][C:9]([CH3:10])([CH3:11])[CH3:12])[CH:3]([F:5])[CH2:4]1.[Na+:14].[OH2:15]>>[CH:2]1([C:6](=[O:7])[O:8][C:9]([CH3:10])([CH3:11])[CH3:12])[CH:3]([F:5])[CH2:4]1. Reactants: N(C)C (Me2NH), Cl.C[C@@H]1NC2=CC(=C(C=C2C1)OC)[N+](=O)[O-] ((2S)-2-methyl-5-(methyloxy)-6-nitro-2,3-dihydro-1H-indole hydrogen chloride), C(=O)([O-])[O-].[K+].[K+] (K2CO3), BrCC(=O)Cl (bromoacetyl chloride). Solvent: C1CCOC1 (THF), C1CCOC1 (THF). Run at time 2 hour. Product: CN(CC(=O)N1[C@H](CC2=CC(=C(C=C12)[N+](=O)[O-])OC)C)C (N,N-dimethyl-2-[(2S)-2-methyl-5-(methyloxy)-6-nitro-2,3-dihydro-1H-indol-1-yl]-2-oxoethanamine). Isolated yield 47.0%. RXN SMILES: Cl.[CH3:2][C@H:3]1[CH2:11][C:10]2[C:5](=[CH:6][C:7]([N+:14]([O-:16])=[O:15])=[C:8]([O:12][CH3:13])[CH:9]=2)[NH:4]1.C([O-])([O-])=O.[K+].[K+].Br[CH2:24][C:25](Cl)=[O:26].[NH:28]([CH3:30])[CH3:29]>C1COCC1>[CH3:29][N:28]([CH3:30])[CH2:24][C:25]([N:4]1[C:5]2[C:10](=[CH:9][C:8]([O:12][CH3:13])=[C:7]([N+:14]([O-:16])=[O:15])[CH:6]=2)[CH2:11][C@@H:3]1[CH3:2])=[O:26] |f:0.1,2.3.4|. Procedure: A slurry of (2S)-2-methyl-5-(methyloxy)-6-nitro-2,3-dihydro-1H-indole hydrogen chloride (4.43 g, 18.11 mmol) and K2CO3 (10.01 g, 72.4 mmol) in THF (200 mL) at 0° C. was treated with bromoacetyl chloride (3.02 mL, 36.2 mmol). After 2 h the resulting mixture was allowed to warm to rt. A 2M Me2NH solution in THF (54.3 mL, 109 mmol) was added. After 18 h the resulting thick slurry was filtered and the solids were washed with EtOAc. The filtrate was concentrated onto Celite and purified by silica gel... Starting materials: COc1ccccc1Br, CCCCCCCCCCCCCCCCI, [Mg], C1CCOC1. Yields the product CCCCCCCCCCCCCCCCc1ccccc1OC. As a reaction SMILES: [Br:18][c:19]1[c:20]([O:25][CH3:26])[cH:21][cH:22][cH:23][cH:24]1.[CH2:1]([CH2:2][CH2:3][CH2:4][CH2:5][CH2:6][CH2:7][CH2:8][CH2:9][CH2:10][CH2:11][CH2:12][CH2:13][CH2:14][CH2:15][CH3:16])[I:17].[Mg:27].[O:28]1[CH2:29][CH2:30][CH2:31][CH2:32]1>>[CH2:1]([CH2:2][CH2:3][CH2:4][CH2:5][CH2:6][CH2:7][CH2:8][CH2:9][CH2:10][CH2:11][CH2:12][CH2:13][CH2:14][CH2:15][CH3:16])[c:19]1[c:20]([O:25][CH3:26])[cH:21][cH:22][cH:23][cH:24]1.